From a dataset of the Open Reaction Database (ORD), a public repository of structured organic reaction records. describe an organic reaction: reactants, conditions, products, and yield Reactants: CC(=O)O[BH-](OC(C)=O)OC(C)=O, O=C([O-])O, OCCNCc1ccccc1, CC#N, CC(=O)O, CCC(C)N(C)c1cnc(C=O)c(Cl)n1, [Na+], [Na+]. Product: CCC(C)N(C)c1cnc(CN(CCO)Cc2ccccc2)c(Cl)n1. As a reaction SMILES: [C:1]([O:2][BH-:3]([O:4][C:5](=[O:6])[CH3:7])[O:8][C:9](=[O:10])[CH3:11])(=[O:12])[CH3:13].[C:41](=[O:42])([O-:43])[OH:44].[CH2:30]([c:31]1[cH:32][cH:33][cH:34][cH:35][cH:36]1)[NH:37][CH2:38][CH2:39][OH:40].[CH3:46][C:47]#[N:48].[CH3:49][C:50](=[O:51])[OH:52].[Cl:15][c:16]1[c:17]([CH:28]=[O:29])[n:18][cH:19][c:20]([N:22]([CH:23]([CH2:24][CH3:25])[CH3:26])[CH3:27])[n:21]1.[Na+:14].[Na+:45]>>[Cl:15][c:16]1[c:17]([CH2:28][N:37]([CH2:30][c:31]2[cH:32][cH:33][cH:34][cH:35][cH:36]2)[CH2:38][CH2:39][OH:40])[n:18][cH:19][c:20]([N:22]([CH:23]([CH2:24][CH3:25])[CH3:26])[CH3:27])[n:21]1. The reactants are BrBr (Bromine), ClC=1C=C(C=CC1Cl)C(C(=O)N)(C)C (2-(3,4-dichlorophenyl)-2-methylpropionamide), [OH-].[Na+] (sodium hydroxide), BrBr (bromine). Conditions: temperature 95 celsius, time 18 hour. Yields the product Cl.ClC=1C=C(C=CC1Cl)C(CN)(C)C (2-(3,4-dichlorophenyl)-2-methylpropylamine hydrochloride). As a reaction SMILES: BrBr.[OH-].[Na+].[Cl:5][C:6]1[CH:7]=[C:8]([C:13]([CH3:18])([CH3:17])[C:14]([NH2:16])=O)[CH:9]=[CH:10][C:11]=1[Cl:12]>>[ClH:5].[Cl:5][C:6]1[CH:7]=[C:8]([C:13]([CH3:18])([CH3:17])[CH2:14][NH2:16])[CH:9]=[CH:10][C:11]=1[Cl:12] |f:1.2,4.5|. Procedure: Bromine (139 g) was added dropwise with stirring to a solution of 3 molar sodium hydroxide (1712 ml) at 0° C. with stirring. When all the bromine had dissolved, 2-(3,4-dichlorophenyl)-2-methylpropionamide (201 g) was added in portions of 0° C. The mixture was stirred at 0° C. for 5 hours and then left to stand at 0° C. for 18 hours. The mixture was heated at 95° C. for 1 hour, then cooled and extracted with ether. The combined ether extracts were washed with 5M hydrochloric acid whereupon a soli... The reactants are CC(N)c1ccc(Br)cc1, CCOc1ccc(Cl)cc1B(O)O, ClCCl, CC(=O)[O-], CC(=O)[O-], O, [Pd+2]. Product: CCOc1ccc(Cl)cc1-c1ccc(C(C)N)cc1. As a reaction SMILES: [Br:14][c:15]1[cH:16][cH:17][c:18]([CH:21]([CH3:22])[NH2:23])[cH:19][cH:20]1.[Cl:1][c:2]1[cH:3][cH:4][c:5]([O:11][CH2:12][CH3:13])[c:6]([B:8]([OH:9])[OH:10])[cH:7]1.[Cl:25][CH2:26][Cl:27].[O-:29][C:30]([CH3:31])=[O:32].[O-:33][C:34]([CH3:35])=[O:36].[OH2:24].[Pd+2:28]>>[Cl:1][c:2]1[cH:3][cH:4][c:5]([O:11][CH2:12][CH3:13])[c:6](-[c:15]2[cH:16][cH:17][c:18]([CH:21]([CH3:22])[NH2:23])[cH:19][cH:20]2)[cH:7]1. Reactants: Cl (HCl), O1CCOCC1 (dioxane), C(#N)C=1C(=NN(C1)C1=CC=CC=C1)NC=C(C#N)C#N ({[(4-cyano-1-phenyl-1H-pyrazol-3-yl)amino]methylene}malononitrile). Product: NC1=NN(C=C1C#N)C1=CC=CC=C1 (3-amino-1-phenyl-1H-pyrazole-4-carbonitrile), NC1=NN(C=C1C(=O)N)C1=CC=CC=C1 (3-amino-1-phenyl-1H-pyrazole-4-carboxamide), ( B ). As a reaction SMILES: [C:1]([C:3]1[C:4]([NH:14]C=C(C#N)C#N)=[N:5][N:6]([C:8]2[CH:13]=[CH:12][CH:11]=[CH:10][CH:9]=2)[CH:7]=1)#[N:2].Cl.[O:22]1CCOCC1>>[NH2:14][C:4]1[C:3]([C:1]#[N:2])=[CH:7][N:6]([C:8]2[CH:9]=[CH:10][CH:11]=[CH:12][CH:13]=2)[N:5]=1.[NH2:14][C:4]1[C:3]([C:1]([NH2:2])=[O:22])=[CH:7][N:6]([C:8]2[CH:13]=[CH:12][CH:11]=[CH:10][CH:9]=2)[N:5]=1. Procedure details: {[(4-cyano-1-phenyl-1H-pyrazol-3-yl)amino]methylene}malononitrile (1.07 g, 4.11 mmol) was stirred in refluxing dioxane (80 mL)/2 N HCl (80 mL) for 3 days. Room temperature was attained and the products extracted into EtOAc (×2). The combined organic extracts were washed with brine, dried over MgSO4 and concentrated in vacuo. Purification of the residue by MPLC (12-100% EtOAc-hexanes followed by 0-10% MeOH-EtOAc) gave 3-amino-1-phenyl-1H-pyrazole-4-carbonitrile as a beige solid (A) and 3-amino-1-... Yields the product CON=C(CBr)c1ccc(Cl)cc1. Starting materials: CC(=O)[O-], CON, CCOC(C)=O, CC(=O)O, O=C(CBr)c1ccc(Cl)cc1, Cl, [Na+]. RXN SMILES: [CH3:13][C:14](=[O:15])[O-:16].[CH3:18][O:19][NH2:20].[CH3:21][CH2:22][O:23][C:24](=[O:25])[CH3:26].[CH3:27][C:28](=[O:29])[OH:30].[Cl:1][c:2]1[cH:3][cH:4][c:5]([C:6]([CH2:7][Br:8])=[O:9])[cH:10][cH:11]1.[ClH:17].[Na+:12]>>[Cl:1][c:2]1[cH:3][cH:4][c:5]([C:6]([CH2:7][Br:8])=[N:20][O:19][CH3:18])[cH:10][cH:11]1.